From a dataset of the Open Reaction Database (ORD), a public repository of structured organic reaction records. describe an organic reaction: reactants, conditions, products, and yield Reactants: CCc1cc(-c2ncc(-c3cc(C)nc(NC(C)C)n3)o2)cc(C)c1O, CCOC(C)=O, CC(C)O, OCC(O)CCl, [Na+], [OH-]. The product is CCc1cc(-c2ncc(-c3cc(C)nc(NC(C)C)n3)o2)cc(C)c1OCC(O)CO. As a reaction SMILES: [CH2:1]([CH3:2])[c:3]1[c:4]([OH:26])[c:5]([CH3:25])[cH:6][c:7](-[c:9]2[o:10][c:11](-[c:14]3[n:15][c:16]([NH:21][CH:22]([CH3:23])[CH3:24])[n:17][c:18]([CH3:20])[cH:19]3)[cH:12][n:13]2)[cH:8]1.[CH3:39][CH2:40][O:41][C:42]([CH3:43])=[O:44].[CH:33]([OH:34])([CH3:35])[CH3:36].[Cl:27][CH2:28][CH:29]([CH2:30][OH:31])[OH:32].[Na+:38].[OH-:37]>>[CH2:1]([CH3:2])[c:3]1[c:4]([O:26][CH2:28][CH:29]([CH2:30][OH:31])[OH:32])[c:5]([CH3:25])[cH:6][c:7](-[c:9]2[o:10][c:11](-[c:14]3[n:15][c:16]([NH:21][CH:22]([CH3:23])[CH3:24])[n:17][c:18]([CH3:20])[cH:19]3)[cH:12][n:13]2)[cH:8]1.